describe an organic reaction: reactants, conditions, products, and yield From a dataset of the Open Reaction Database (ORD), a public repository of structured organic reaction records. The reactants are CCN=C=NCCCN(C)C, CCN(C(C)C)C(C)C, Clc1ccccc1NC1CCNCC1, Cl, Cl, Cl, CN(C)C=O, O, On1nnc2ccccc21, O=C(O)CNC(=O)c1ccc(-c2ccccc2)cc1. The product is O=C(NCC(=O)N1CCC(Nc2ccccc2Cl)CC1)c1ccc(-c2ccccc2)cc1. RXN SMILES: [CH3:39][CH2:40][N:41]=[C:42]=[N:43][CH2:44][CH2:45][CH2:46][N:47]([CH3:48])[CH3:49].[CH:20]([N:21]([CH2:22][CH3:23])[CH:24]([CH3:25])[CH3:26])([CH3:27])[CH3:28].[Cl:53][c:54]1[c:55]([NH:60][CH:61]2[CH2:62][CH2:63][NH:64][CH2:65][CH2:66]2)[cH:56][cH:57][cH:58][cH:59]1.[ClH:50].[ClH:51].[ClH:52].[O:67]=[CH:68][N:69]([CH3:70])[CH3:71].[OH2:72].[OH:29][n:30]1[c:31]2[c:32]([cH:33][cH:34][cH:35][cH:36]2)[n:37][n:38]1.[c:1]1(-[c:14]2[cH:15][cH:16][cH:17][cH:18][cH:19]2)[cH:2][cH:3][c:4]([C:7](=[O:8])[NH:9][CH2:10][C:11](=[O:12])[OH:13])[cH:5][cH:6]1>>[c:1]1(-[c:14]2[cH:15][cH:16][cH:17][cH:18][cH:19]2)[cH:2][cH:3][c:4]([C:7](=[O:8])[NH:9][CH2:10][C:11](=[O:13])[N:64]2[CH2:63][CH2:62][CH:61]([NH:60][c:55]3[c:54]([Cl:53])[cH:59][cH:58][cH:57][cH:56]3)[CH2:66][CH2:65]2)[cH:5][cH:6]1. Starting materials: ClC1([C@@H]([C@@H]2CCC=C[C@H]12)O)Cl ((1S,6R,7R)-8,8-dichlorobicyclo [4.2.0]oct-2-en-7-ol), BrC1C([C@H]2CCC=C[C@@H]12)=O.BrC1(C([C@H]2CCC=C[C@@H]12)=O)Br.BrC1C([C@@H]2CCC=C[C@H]12)=O.BrC1(C([C@@H]2CCC=C[C@H]12)=O)Br ((1S,6R)-8,8-dibromobicyclo[4.2.0]oct-2-en-7-one (1S,6R)-8-bromobicyclo[4.2.0]oct-2-en-7-one (1R,6S)-8,8-dibromobicyclo[4.2.0]oct-2-en-7-one (1R,6S)-8-bromobicyclo[4.2.0]oct-2-en-7-one), 3.A, ClC1([C@H]([C@H]2CCC=C[C@@H]12)O)Cl ((1R,6S,7S)-8,8-dichlorobicyclo[4.2.0]oct-2-en-7-ol). Product: ClC1(C([C@@H]2CCC=C[C@H]12)=O)Cl ((1S,6R)-8,8-dichlorobicyclo[4.2.0]oct-2-en-7-one), ClC1(C([C@H]2CCC=C[C@@H]12)=O)Cl ((1R,6S)-8,8-dichlorobicyclo[4.2.0]oct-2-en-7-one). As a reaction SMILES: [Cl:1][C:2]1([Cl:11])[C@H:9]2[C@H:4]([CH2:5][CH2:6][CH:7]=[CH:8]2)[C@@H:3]1[OH:10].[Cl:12][C:13]1([Cl:22])[C@@H:20]2[C@@H:15]([CH2:16][CH2:17][CH:18]=[CH:19]2)[C@H:14]1[OH:21].BrC1[C@H]2[C@H](CCC=C2)C1=O.BrC1(Br)[C@H]2[C@H](CCC=C2)C1=O.BrC1[C@@H]2[C@@H](CCC=C2)C1=O.BrC1(Br)[C@@H]2[C@@H](CCC=C2)C1=O>>[Cl:1][C:2]1([Cl:11])[C@@H:9]2[C@@H:4]([CH2:5][CH2:6][CH:7]=[CH:8]2)[C:3]1=[O:10].[Cl:12][C:13]1([Cl:22])[C@H:20]2[C@H:15]([CH2:16][CH2:17][CH:18]=[CH:19]2)[C:14]1=[O:21] |f:2.3.4.5|. Reported procedure: Similarly, following the procedure in paragraph 3.A. above, but starting with the compounds of formula (5) or (6), prepared as shown in Examples 1 and 2, the following compounds of formula (4) and (7) are prepared: (1S,6R)-8,8-dibromobicyclo[4.2.0]oct-2-en-7-one (1S,6R)-8-bromobicyclo[4.2.0]oct-2-en-7-one (1R,6S)-8,8-dibromobicyclo[4.2.0]oct-2-en-7-one (1R,6S)-8-bromobicyclo[4.2.0]oct-2-en-7-one As a reaction SMILES: [Cl:1][C:2]1[C:11]([C:12]([F:15])([F:14])[F:13])=[C:10]2[C:5]([CH:6]=[CH:7][N:8]=[CH:9]2)=[CH:4][CH:3]=1.Cl>>[ClH:1].[Cl:1][C:2]1[C:11]([C:12]([F:15])([F:13])[F:14])=[C:10]2[C:5]([CH2:6][CH2:7][NH:8][CH2:9]2)=[CH:4][CH:3]=1 |f:2.3|. Product: Cl.ClC1=CC=C2CCNCC2=C1C(F)(F)F (7-chloro-8-trifluoromethyl-1,2,3,4-tetrahydroisoquinoline hydrochloride). Reported procedure: 7-Chloro-8-trifluoromethylisoquinoline is converted to the hydrochloride and hydrogenated by the procedure of Example 9 to give 7-chloro-8-trifluoromethyl-1,2,3,4-tetrahydroisoquinoline hydrochloride. Reactants: ClC1=CC=C2C=CN=CC2=C1C(F)(F)F (7-Chloro-8-trifluoromethylisoquinoline), Cl (hydrochloride). Starting materials: CC(C)(C)OC(=O)N1CCC(CC1)N1CCN(CC1)C(=O)OCC1=CC=CC=C1 (Phenylmethyl 4-(1-{[(1,1-dimethylethyl)oxy]carbonyl}-4-piperidinyl)-1-piperazinecarboxylate), C(=O)(C(F)(F)F)O (TFA). The solvent is C(Cl)Cl (DCM), C(Cl)Cl (DCM). Conditions: temperature 0 celsius, time 1 hour. Product: C(=O)(C(F)(F)F)O (TFA), FC(C(=O)O)(F)F.FC(C(=O)O)(F)F.N1CCC(CC1)N1CCN(CC1)C(=O)OCC1=CC=CC=C1 (Phenylmethyl 4-(4-piperidinyl)-1-piperazinecarboxylate bis(trifluoroacetate) salt). RXN SMILES: CC(OC([N:8]1[CH2:13][CH2:12][CH:11]([N:14]2[CH2:19][CH2:18][N:17]([C:20]([O:22][CH2:23][C:24]3[CH:29]=[CH:28][CH:27]=[CH:26][CH:25]=3)=[O:21])[CH2:16][CH2:15]2)[CH2:10][CH2:9]1)=O)(C)C.[C:30]([OH:36])([C:32]([F:35])([F:34])[F:33])=[O:31]>C(Cl)Cl>[C:30]([OH:36])([C:32]([F:35])([F:34])[F:33])=[O:31].[F:33][C:32]([F:35])([F:34])[C:30]([OH:36])=[O:31].[F:33][C:32]([F:35])([F:34])[C:30]([OH:36])=[O:31].[NH:8]1[CH2:13][CH2:12][CH:11]([N:14]2[CH2:15][CH2:16][N:17]([C:20]([O:22][CH2:23][C:24]3[CH:29]=[CH:28][CH:27]=[CH:26][CH:25]=3)=[O:21])[CH2:18][CH2:19]2)[CH2:10][CH2:9]1 |f:4.5.6|. Reported procedure: Phenylmethyl 4-(1-{[(1,1-dimethylethyl)oxy]carbonyl}-4-piperidinyl)-1-piperazinecarboxylate from previous step was dissolved in DCM (60 mL) and cooled to 0° C. TFA (20 mL) was added. Reaction was stirred for 1 h. TLC showed no starting material remaining. Removed DCM and TFA on rotovap to give title compound of step B (presumed to be the bis-TFA salt) (14.0 g, 53% over 2 steps) which was used in the next step without further purification. 1H NMR (400 MHz, DMSO-d6) δ ppm 7.03-7.40 (m, 5H), 5.02 (... The reactants are FC=1C=CC(=NC1)C(=O)C1=CC=C2C=CC=NC2=C1[N+](=O)[O-] (7-[(5-fluoropyridin-2-yl)carbonyl]-8-nitroquinoline), FC=1C=CC(=NC1)C(=O)C1=CC=C2C=CC=NC2=C1[N+](=O)[O-] (7-[(5-fluoropyridin-2-yl)carbonyl]-8-nitroquinoline). The reagents and catalysts are [Pd] (Pd—C). Run in C1CCOC1 (THF). The product is FC=1C=CC(=NC1)C(=O)C1=CC=C2C=CC=NC2=C1N (7-[(5-fluoropyridin-2-yl)carbonyl]-8-aminoquinoline). Isolated yield 49.5%. RXN SMILES: [F:1][C:2]1[CH:3]=[CH:4][C:5]([C:8]([C:10]2[C:19]([N+:20]([O-])=O)=[C:18]3[C:13]([CH:14]=[CH:15][CH:16]=[N:17]3)=[CH:12][CH:11]=2)=[O:9])=[N:6][CH:7]=1>C1COCC1.[Pd]>[F:1][C:2]1[CH:3]=[CH:4][C:5]([C:8]([C:10]2[C:19]([NH2:20])=[C:18]3[C:13]([CH:14]=[CH:15][CH:16]=[N:17]3)=[CH:12][CH:11]=2)=[O:9])=[N:6][CH:7]=1. Procedure details: In a similar fashion using route 22 general procedure 55, 7-[(5-fluoropyridin-2-yl)carbonyl]-8-nitroquinoline (Intermediate 358) (1.43 g, 4.9 mmol) and 10% Pd—C (200 mg) in THF (60 ml) gave the title compound (648 mg, 43%) which was used in the next step without further purification. The product is C(C)(C)(C)OC(N(C)CCC1=C(C=CC(=C1)F)S[Si](C(C)C)(C(C)C)C(C)C)=O ([2-(5-fluoro-2-triisopropylsilanylsulfanyl-phenyl)-ethyl]-methyl-carbamic acid tert-butyl ester). Procedure details: [2-(2-Bromo-5-fluoro-phenyl)-ethyl]-methyl-carbamic acid tert-butyl ester (3.0 g, 9.03 mmol), tris(dibenzylideneacetone)dipalladium (0) (83 mg, 0.09 mmol), bis(2-diphenylphosphinophenyl)ether (97 mg, 0.18 mmol), sodium tert-butoxide (1.10 g, 11.7 mmol), triisopropylsilanethiol (1.90 g, 9.93 mmol) and dry toluene (15 mL) are all placed in an Emrys Optimizer EXP 20 mL microwave reactor tube. The reaction vessel is sealed and subjected to microwave heating at 160° C. for 15 minutes. Upon cooling th... RXN SMILES: [C:1]([O:5][C:6](=[O:19])[N:7]([CH2:9][CH2:10][C:11]1[CH:16]=[C:15]([F:17])[CH:14]=[CH:13][C:12]=1Br)[CH3:8])([CH3:4])([CH3:3])[CH3:2].C1(P(C2C=CC=CC=2)C2C=CC=CC=2OC2C=CC=CC=2P(C2C=CC=CC=2)C2C=CC=CC=2)C=CC=CC=1.CC(C)([O-])C.[Na+].[CH:65]([Si:68]([CH:73]([CH3:75])[CH3:74])([CH:70]([CH3:72])[CH3:71])[SH:69])([CH3:67])[CH3:66]>C1C=CC(/C=C/C(/C=C/C2C=CC=CC=2)=O)=CC=1.C1C=CC(/C=C/C(/C=C/C2C=CC=CC=2)=O)=CC=1.C1C=CC(/C=C/C(/C=C/C2C=CC=CC=2)=O)=CC=1.[Pd].[Pd].C1(C)C=CC=CC=1>[C:1]([O:5][C:6](=[O:19])[N:7]([CH2:9][CH2:10][C:11]1[CH:16]=[C:15]([F:17])[CH:14]=[CH:13][C:12]=1[S:69][Si:68]([CH:70]([CH3:72])[CH3:71])([CH:73]([CH3:75])[CH3:74])[CH:65]([CH3:66])[CH3:67])[CH3:8])([CH3:4])([CH3:3])[CH3:2] |f:2.3,5.6.7.8.9|. Conditions: temperature 160 celsius. Reagents/catalysts: C=1C=CC(=CC1)/C=C/C(=O)/C=C/C2=CC=CC=C2.C=1C=CC(=CC1)/C=C/C(=O)/C=C/C2=CC=CC=C2.C=1C=CC(=CC1)/C=C/C(=O)/C=C/C2=CC=CC=C2.[Pd].[Pd] (tris(dibenzylideneacetone)dipalladium). Solvent: C1(=CC=CC=C1)C (toluene). The reactants are C(C)(C)(C)OC(N(C)CCC1=C(C=CC(=C1)F)Br)=O ([2-(2-Bromo-5-fluoro-phenyl)-ethyl]-methyl-carbamic acid tert-butyl ester), C(C)(C)[Si](S)(C(C)C)C(C)C (triisopropylsilanethiol), C1(=CC=CC=C1)P(C1=C(C=CC=C1)OC1=C(C=CC=C1)P(C1=CC=CC=C1)C1=CC=CC=C1)C1=CC=CC=C1 (bis(2-diphenylphosphinophenyl)ether), CC(C)([O-])C.[Na+] (sodium tert-butoxide). Starting materials: Cc1ccccc1, Oc1cc(C(F)(F)F)ncn1, O, O=P(Cl)(Cl)Cl, c1ccc2ncccc2c1. Yields the product FC(F)(F)c1cc(Cl)ncn1. Reaction SMILES: [CH3:27][c:28]1[cH:29][cH:30][cH:31][cH:32][cH:33]1.[F:1][C:2]([c:3]1[cH:4][c:5]([OH:9])[n:6][cH:7][n:8]1)([F:10])[F:11].[OH2:34].[P:12]([Cl:13])([Cl:14])([Cl:15])=[O:16].[cH:17]1[cH:18][c:19]2[c:20]([n:21][cH:22][cH:23][cH:24]2)[cH:25][cH:26]1>>[F:1][C:2]([c:3]1[cH:4][c:5]([Cl:14])[n:6][cH:7][n:8]1)([F:10])[F:11]. The reactants are CCO, Cl, NO, [Na+], [OH-], CC(=O)c1ccc2ncccc2c1. The product is CC(=NO)c1ccc2ncccc2c1. As a reaction SMILES: [CH3:19][CH2:20][OH:21].[ClH:1].[NH2:2][OH:3].[Na+:5].[OH-:4].[n:6]1[cH:7][cH:8][cH:9][c:10]2[cH:11][c:12]([C:16]([CH3:17])=[O:18])[cH:13][cH:14][c:15]12>>[N:2]([OH:3])=[C:16]([c:12]1[cH:11][c:10]2[cH:9][cH:8][cH:7][n:6][c:15]2[cH:14][cH:13]1)[CH3:17]. The product is ClC1=C(C=C(C=C1)Cl)C(C(=O)Cl)S (2,5-dichlorophenylthioglycoloyl chloride). Reported procedure: 94.8 g of 2,5-dichlorophenylthioglycolic acid are added to 103.2 g of thionyl chloride. 0.24 g of N-methylpyrrolidone is added, and the mixture is heated at 50° C. for 2 hours and is then cooled down to 0° C. At this temperature the 2,5-dichlorophenylthioglycoloyl chloride formed is then added dropwise in the course of 1 hour to a suspension of 160 g of thionyl chloride and 77.2 g of anhydrous aluminum chloride. The suspension is stirred at 0°-5° C. for 1 hour and is then poured onto a mixture o... Reaction conditions: temperature 50 celsius. As a reaction SMILES: [Cl:1][C:2]1[CH:7]=[CH:6][C:5]([Cl:8])=[CH:4][C:3]=1[CH:9]([SH:13])[C:10](O)=[O:11].S(Cl)([Cl:16])=O>CN1CCCC1=O>[Cl:1][C:2]1[CH:7]=[CH:6][C:5]([Cl:8])=[CH:4][C:3]=1[CH:9]([SH:13])[C:10]([Cl:16])=[O:11]. Reactants: ClC1=C(C=C(C=C1)Cl)C(C(=O)O)S (2,5-dichlorophenylthioglycolic acid), S(=O)(Cl)Cl (thionyl chloride). Solvent: CN1C(CCC1)=O (N-methylpyrrolidone). The reactants are ClC=1C(N(C(=NC1O)C)C1=C(C=CC(=C1)C1=NC(=NC=C1)C(C)(C)O)C)=O (5-Chloro-6-hydroxy-3-{5-[2-(1-hydroxy-1-methyl-ethyl)-pyrimidin-4-yl]-2-methyl-phenyl}-2-methyl-3H-pyrimidin-4-one), ClCC1=NC=C(C=C1F)F (2-chloromethyl-3,5-difluoro-pyridine), C([O-])([O-])=O.[K+].[K+] (potassium carbonate), C1COCCOCCOCCOCCOCCO1 (18-crown-6). Solvent: CN(C=O)C (N,N-dimethylformamide). Reaction conditions: temperature 60 celsius. Yields the product ClC=1C(N(C(=NC1OCC1=NC=C(C=C1F)F)C)C1=C(C=CC(=C1)C1=NC(=NC=C1)C(C)(C)O)C)=O (5-chloro-6-((3,5-difluoropyridin-2-yl)methoxy)-3-(5-(2-(2-hydroxypropan-2-yl)pyrimidin-4-yl)-2-methylphenyl)-2-methylpyrimidin-4(3H)-one). Isolated yield 37.1%. Reaction SMILES: [Cl:1][C:2]1[C:3](=[O:27])[N:4]([C:10]2[CH:15]=[C:14]([C:16]3[CH:21]=[CH:20][N:19]=[C:18]([C:22]([OH:25])([CH3:24])[CH3:23])[N:17]=3)[CH:13]=[CH:12][C:11]=2[CH3:26])[C:5]([CH3:9])=[N:6][C:7]=1[OH:8].Cl[CH2:29][C:30]1[C:35]([F:36])=[CH:34][C:33]([F:37])=[CH:32][N:31]=1.C(=O)([O-])[O-].[K+].[K+].C1OCCOCCOCCOCCOCCOC1>CN(C)C=O>[Cl:1][C:2]1[C:3](=[O:27])[N:4]([C:10]2[CH:15]=[C:14]([C:16]3[CH:21]=[CH:20][N:19]=[C:18]([C:22]([OH:25])([CH3:23])[CH3:24])[N:17]=3)[CH:13]=[CH:12][C:11]=2[CH3:26])[C:5]([CH3:9])=[N:6][C:7]=1[O:8][CH2:29][C:30]1[C:35]([F:36])=[CH:34][C:33]([F:37])=[CH:32][N:31]=1 |f:2.3.4|. Reported procedure: To a solution of Intermediate 1 (505 mg, 1.31 mmol) in N,N-dimethylformamide (3 mL) was added 2-chloromethyl-3,5-difluoro-pyridine from Step C (214 mg, 1.31 mmol), potassium carbonate (452 mg, 3.27 mmol) and 18-crown-6 (40 mg). The slurry was heated at 60° C. for eighteen hours. After cooling the reaction was partitioned between ethyl acetate and water. The organic layer was washed with water and brine and dried over magnesium sulfate. The slurry was filtered and concentrated in vacuo. The crude...